This data is from the Open Reaction Database (ORD), a public repository of structured organic reaction records. The task is: describe an organic reaction: reactants, conditions, products, and yield Starting materials: IC (Iodomethane), C(CCC)[Li] (n-Butyl lithium), C(CCC)[Li] (n-butyl lithium), N,N'N'-trimethylethylenediamine, solution, C[Si](C=1OC=C(C1)C=O)(C)C (2-trimethylsilyl-4-furaldehyde). Run in O1CCCC1 (tetrahydrofuran), CCCCCC (hexane), O1CCCC1 (tetrahydrofuran). Reaction conditions: time 15 minute. Product: CC1=C(C=C(O1)[Si](C)(C)C)C=O (5-Methyl-2-trimethylsilyl-4-furaldehyde). Reaction SMILES: [CH2:1]([Li])CCC.[CH3:6][Si:7]([CH3:16])([CH3:15])[C:8]1[O:9][CH:10]=[C:11]([CH:13]=[O:14])[CH:12]=1.IC>CCCCCC.O1CCCC1>[CH3:1][C:10]1[O:9][C:8]([Si:7]([CH3:16])([CH3:15])[CH3:6])=[CH:12][C:11]=1[CH:13]=[O:14]. Procedure: n-Butyl lithium (a 1.6M solution in hexane; 2.04 ml, 3.28 mmol) was added dropwise to a solution of N,N'N'-trimethylethylenediamine (0.46 ml, 3.56 mmol) in tetrahydrofuran (7 ml) at -78 degrees under argon. After 15 minutes, a solution of 2-trimethylsilyl-4-furaldehyde (0.5 g, 2.98 mmol) in tetrahydrofuran (2 ml) was added, followed by n-butyl lithium (3.72 ml, 5.94 mmol) after 15 minutes. Iodomethane (1.12 ml, 17.9 mmol) was then added and the mixture was allowed to warm to room temperature gra... Reactants: BrCC(=O)C1=CC=CC=C1 (α-bromoacetophenone), C(C)(=O)NNC(=O)N (acetylsemicarbazide), Cl (hydrochloric acid). The solvent is C(C)O (ethanol). Product: Cl.N(N)C=1OC=C(N1)C1=CC=CC=C1 (2-hydrazino-4-phenyloxazole hydrochloride). Reaction SMILES: Br[CH2:2][C:3]([C:5]1[CH:10]=[CH:9][CH:8]=[CH:7][CH:6]=1)=O.C([NH:14][NH:15][C:16]([NH2:18])=[O:17])(=O)C.[ClH:19]>C(O)C>[ClH:19].[NH:15]([C:16]1[O:17][CH:2]=[C:3]([C:5]2[CH:10]=[CH:9][CH:8]=[CH:7][CH:6]=2)[N:18]=1)[NH2:14] |f:4.5|. Reported procedure: A solution of α-bromoacetophenone (19.9 g) and acetylsemicarbazide (10.7 g) in ethanol (300 ml), containing 1N hydrochloric acid (1 ml), was refluxed for thirty hours. The solvent was removed in vacuo and the residue was crystallized from ether-ethanol to give 2-hydrazino-4-phenyloxazole hydrochloride. This salt was suspended in an aqueous solution of 10% ammonium hydroxide to give 2-hydrazino-4-phenyloxazole, m.p. 158°-160° C. Reactants: ClCCl.CO (dichloromethane methanol), N (ammonia), COC1=CC=C(C=C1)C(=O)C=1SC=CC1OC1OC(C(C(C1O)O)O)CO ((4-methoxy-phenyl)-[3-(3,4,5-trihydroxy-6-hydroxymethyl-tetrahydro-pyran-2-yloxy)-thiophen-2-yl]-methanone), [BH4-].[Na+] (sodium borohydride). The solvent is O (water), O1CCCC1 (tetrahydrofuran), CO (methanol). Yields the product OC(C=1SC=CC1OC1OC(C(C(C1O)O)O)CO)C1=CC=C(C=C1)OC (2{2-[Hydroxy-(4-methoxy-phenyl)-methyl]-thiophen-3-yloxy}-6-hydroxymethyl-tetrahydro-pyran-3,4,5-triol). RXN SMILES: [CH3:1][O:2][C:3]1[CH:8]=[CH:7][C:6]([C:9]([C:11]2[S:12][CH:13]=[CH:14][C:15]=2[O:16][CH:17]2[CH:22]([OH:23])[CH:21]([OH:24])[CH:20]([OH:25])[CH:19]([CH2:26][OH:27])[O:18]2)=[O:10])=[CH:5][CH:4]=1.[BH4-].[Na+].ClCCl.CO.N>O1CCCC1.CO.O>[OH:10][CH:9]([C:6]1[CH:5]=[CH:4][C:3]([O:2][CH3:1])=[CH:8][CH:7]=1)[C:11]1[S:12][CH:13]=[CH:14][C:15]=1[O:16][CH:17]1[CH:22]([OH:23])[CH:21]([OH:24])[CH:20]([OH:25])[CH:19]([CH2:26][OH:27])[O:18]1 |f:1.2,3.4|. Reported procedure: 4.1 g of (4-methoxy-phenyl)-[3-(3,4,5-trihydroxy-6-hydroxymethyl-tetrahydro-pyran-2-yloxy)-thiophen-2-yl]-methanone were dissolved in 200 ml of tetrahydrofuran+20 ml of methanol, and 500 mg of sodium borohydride were added. After the reaction was complete (TLC check, dichloromethane/methanol/conc. ammonia=30:5:0.1; about 30-60 min), water was added and the mixture was extracted three times with ethyl actetate. The combined organic phases were dried over magnesium sulfate and concentrated. 2{2-[H... The reactants are C(CCC)C=1N=NC2=CC=CC=C2C1O (3-butyl-4-hydroxy cinnoline), P(=O)(Cl)(Cl)Cl (phosphorous oxychloride). Product: C(CCC)C=1N=NC2=CC=CC=C2C1Cl (3-butyl-4-chloro-cinnoline). Reaction SMILES: [CH2:1]([C:5]1[N:6]=[N:7][C:8]2[C:13]([C:14]=1O)=[CH:12][CH:11]=[CH:10][CH:9]=2)[CH2:2][CH2:3][CH3:4].P(Cl)(Cl)([Cl:18])=O>>[CH2:1]([C:5]1[N:6]=[N:7][C:8]2[C:13]([C:14]=1[Cl:18])=[CH:12][CH:11]=[CH:10][CH:9]=2)[CH2:2][CH2:3][CH3:4]. Procedure details: Using the procedure of Step F of Example 1, 1.2 g of the product of Step B and 10 ml of phosphorous oxychloride were reacted to obtain after chromatography on silica (eluant:hexane-ethyl acetate (6.4)), 1.16 g of the desired product melting at <50° C. Reactants: COC1=CC=C(C=C1)N1N=C(C=C1O)C(F)(F)F (1-(4-methoxyphenyl)-3-trifluoromethyl-5-hydroxy pyrazole), BrCN1S(C2=C(C1=O)C(=CC(=C2)OC)C(C)C)(=O)=O (2-bromomethyl-4-isopropyl-6-methoxy-1,2-benzisothiazol-3(2H)-one 1,1-dioxide), [F-].[K+] (KF). The solvent is CN(C)C=O (DMF), O (water). Conditions: temperature 20 celsius, time 2 hour. Product: C(C)(C)C1=CC(=CC2=C1C(N(S2(=O)=O)COC2=CC(=NN2C2=CC=C(C=C2)OC)C(F)(F)F)=O)OC (4-isopropyl-6-methoxy-2-[1-(4-methoxyphenyl)-3-trifluoromethylpyrazol-5-yl-oxymethyl)-1,2-benzisothiazol-3(2H)-one 1,1-dioxide). Isolated yield 46.2%. As a reaction SMILES: [CH3:1][O:2][C:3]1[CH:8]=[CH:7][C:6]([N:9]2[C:13]([OH:14])=[CH:12][C:11]([C:15]([F:18])([F:17])[F:16])=[N:10]2)=[CH:5][CH:4]=1.Br[CH2:20][N:21]1[C:25](=[O:26])[C:24]2[C:27]([CH:33]([CH3:35])[CH3:34])=[CH:28][C:29]([O:31][CH3:32])=[CH:30][C:23]=2[S:22]1(=[O:37])=[O:36].[F-].[K+]>CN(C=O)C.O>[CH:33]([C:27]1[C:24]2[C:25](=[O:26])[N:21]([CH2:20][O:14][C:13]3[N:9]([C:6]4[CH:5]=[CH:4][C:3]([O:2][CH3:1])=[CH:8][CH:7]=4)[N:10]=[C:11]([C:15]([F:18])([F:16])[F:17])[CH:12]=3)[S:22](=[O:37])(=[O:36])[C:23]=2[CH:30]=[C:29]([O:31][CH3:32])[CH:28]=1)([CH3:35])[CH3:34] |f:2.3|. Reported procedure: A mixture of 1-(4-methoxyphenyl)-3-trifluoromethyl-5-hydroxy pyrazole (489 mg; 1.89 mmol), 2-bromomethyl-4-isopropyl-6-methoxy-1,2-benzisothiazol-3(2H)-one 1,1-dioxide (600 mg, 1.72 mmol), and KF (200 mg; 3.44 mmol) in DMF (8 ml) was stirred at 20° C. for 2 hours and the mixture was diluted with water. The above mixture was extracted with ether (3×) and the organic layer was dried over sodium sulfate, and concentrated in vacuo. The residue was purified by column chromatography (silica gel; 25-50... The reactants are ClC1=NC=C2C(C(=CN(C2=C1Cl)CCF)C(=O)OCC)=O (ethyl 7,8-dichloro-1-(2-fluoroethyl)-1,4-dihydro-4-oxo-1,6-naphthyridine-3-carboxylate), ice water, O (water), S(O)(O)(=O)=O (sulphuric acid). Run in C(C)(=O)O (acetic acid). The product is ClC1=NC=C2C(C(=CN(C2=C1Cl)CCF)C(=O)O)=O (7,8-Dichloro-1-(2-fluoroethyl)-1,4-dihydro-4-oxo-1,6-naphthyridine-3-carboxylic acid). As a reaction SMILES: [Cl:1][C:2]1[C:11]([Cl:12])=[C:10]2[C:5]([C:6](=[O:21])[C:7]([C:16]([O:18]CC)=[O:17])=[CH:8][N:9]2[CH2:13][CH2:14][F:15])=[CH:4][N:3]=1.O.S(=O)(=O)(O)O>C(O)(=O)C>[Cl:1][C:2]1[C:11]([Cl:12])=[C:10]2[C:5]([C:6](=[O:21])[C:7]([C:16]([OH:18])=[O:17])=[CH:8][N:9]2[CH2:13][CH2:14][F:15])=[CH:4][N:3]=1. Procedure: 3.33 g (0.01 mol) of ethyl 7,8-dichloro-1-(2-fluoroethyl)-1,4-dihydro-4-oxo-1,6-naphthyridine-3-carboxylate are heated at reflux in a mixture of 13 ml of acetic acid, 13 ml of water and 1.3 ml of concentrated sulphuric acid for two hours. The cooled mixture is put into ice-water, and the product is isolated and washed with water. Reactants: BrC=1C(=C(C2=C(C(CO2)C2=CC=C(C=C2)C(C)C)C1C)C)C (5-bromo-3-(4-isopropylphenyl)-4,6,7-trimethyl-2,3-dihydro-1-benzofuran), CC(C)([O-])C.[Na+] (Sodium tert-butoxide), O (Water), Example 18, C(C1=CC=CC=C1)N (benzylamine). The reagents and catalysts are C(C)(=O)[O-].[Pd+2].C(C)(=O)[O-] (palladium acetate), C=1C=CC(=CC1)P(C=2C=CC=CC2)C3=CC=C4C=CC=CC4=C3C5=C6C=CC=CC6=CC=C5P(C=7C=CC=CC7)C=8C=CC=CC8 (BINAP). Run in C1(=CC=CC=C1)C (toluene). Reaction conditions: time 15 minute. The product is C(C1=CC=CC=C1)NC=1C(=C(C2=C(C(CO2)C2=CC=C(C=C2)C(C)C)C1C)C)C (N-Benzyl-3-(4-isopropylphenyl)-4,6,7-trimethyl-2,3-dihydro-1-benzofuran-5-amine). Yield: 91.0%. RXN SMILES: Br[C:2]1[C:3]([CH3:22])=[C:4]([CH3:21])[C:5]2[O:9][CH2:8][CH:7]([C:10]3[CH:15]=[CH:14][C:13]([CH:16]([CH3:18])[CH3:17])=[CH:12][CH:11]=3)[C:6]=2[C:19]=1[CH3:20].[CH2:23]([NH2:30])[C:24]1[CH:29]=[CH:28][CH:27]=[CH:26][CH:25]=1.CC(C)([O-])C.[Na+].O>C1(C)C=CC=CC=1.C([O-])(=O)C.[Pd+2].C([O-])(=O)C.C1C=CC(P(C2C(C3C(P(C4C=CC=CC=4)C4C=CC=CC=4)=CC=C4C=3C=CC=C4)=C3C(C=CC=C3)=CC=2)C2C=CC=CC=2)=CC=1>[CH2:23]([NH:30][C:2]1[C:3]([CH3:22])=[C:4]([CH3:21])[C:5]2[O:9][CH2:8][CH:7]([C:10]3[CH:15]=[CH:14][C:13]([CH:16]([CH3:18])[CH3:17])=[CH:12][CH:11]=3)[C:6]=2[C:19]=1[CH3:20])[C:24]1[CH:29]=[CH:28][CH:27]=[CH:26][CH:25]=1 |f:2.3,6.7.8|. Procedure: To a solution of 5-bromo-3-(4-isopropylphenyl)-4,6,7-trimethyl-2,3-dihydro-1-benzofuran obtained in Reference Example 18 (920 mg, 2.56 mmol) and benzylamine (0.34 mL, 3.07 mmol) in toluene (10 mL), were added palladium acetate (6 mg, 0.03 mmol) and BINAP (48 mg, 0.09 mmol) at room temperature, and the mixture was stirred under argon stream for 15 minutes. Sodium tert-butoxide (344 mg, 3.58 mmol) was added to the reaction solution at room temperature, and then the mixture was heated under reflux ...